Dataset: the Open Reaction Database (ORD), a public repository of structured organic reaction records. Task: describe an organic reaction: reactants, conditions, products, and yield Reactants: CC(NC(=O)OC(C)(C)C)C(=O)O, C1CCOC1, CCOC(C)=O, CC1CCC(C(C)C)C(C(=O)NCC(N)c2ccccc2)C1, O, On1nnc2ccccc21. Product: CC1CCC(C(C)C)C(C(=O)NCC(NC(=O)C(C)NC(=O)OC(C)(C)C)c2ccccc2)C1. Reaction SMILES: [C:6](=[O:7])([O:8][C:9]([CH3:10])([CH3:11])[CH3:12])[NH:13][CH:14]([CH3:15])[C:16](=[O:17])[OH:18].[CH2:1]1[O:2][CH2:3][CH2:4][CH2:5]1.[CH3:52][CH2:53][O:54][C:55](=[O:56])[CH3:57].[NH2:29][CH:30]([CH2:31][NH:32][C:33](=[O:34])[CH:35]1[CH:36]([CH:42]([CH3:43])[CH3:44])[CH2:37][CH2:38][CH:39]([CH3:41])[CH2:40]1)[c:45]1[cH:46][cH:47][cH:48][cH:49][cH:50]1.[OH2:51].[OH:19][n:20]1[c:21]2[c:22]([cH:23][cH:24][cH:25][cH:26]2)[n:27][n:28]1>>[C:6](=[O:7])([O:8][C:9]([CH3:10])([CH3:11])[CH3:12])[NH:13][CH:14]([CH3:15])[C:16](=[O:18])[NH:29][CH:30]([CH2:31][NH:32][C:33](=[O:34])[CH:35]1[CH:36]([CH:42]([CH3:43])[CH3:44])[CH2:37][CH2:38][CH:39]([CH3:41])[CH2:40]1)[c:45]1[cH:46][cH:47][cH:48][cH:49][cH:50]1. The reactants are COC=1C=CC(=C(OCC2OC2)C1)[N+](=O)[O-] (2-[(5-methoxy-2-nitrophenoxy)methyl]oxirane), ClC1=CC=C(OC2CNCC2)C=C1 (3-(4-chlorophenoxy)pyrrolidine). Product: ClC1=CC=C(OC2CN(CC2)CC(COC2=C(C=CC(=C2)OC)[N+](=O)[O-])O)C=C1 (1-[3-(4-Chlorophenoxy)-1-pyrrolidinyl]-3-(5-methoxy-2-nitrophenoxy)-2-propanol), oil. As a reaction SMILES: [CH3:1][O:2][C:3]1[CH:4]=[CH:5][C:6]([N+:14]([O-:16])=[O:15])=[C:7]([CH:13]=1)[O:8][CH2:9][CH:10]1[CH2:12][O:11]1.[Cl:17][C:18]1[CH:29]=[CH:28][C:21]([O:22][CH:23]2[CH2:27][CH2:26][NH:25][CH2:24]2)=[CH:20][CH:19]=1>>[Cl:17][C:18]1[CH:29]=[CH:28][C:21]([O:22][CH:23]2[CH2:27][CH2:26][N:25]([CH2:12][CH:10]([OH:11])[CH2:9][O:8][C:7]3[CH:13]=[C:3]([O:2][CH3:1])[CH:4]=[CH:5][C:6]=3[N+:14]([O-:16])=[O:15])[CH2:24]2)=[CH:20][CH:19]=1. Reported procedure: The subtitle compound was prepared in analogy of Example 253 ii) from 2-[(5-methoxy-2-nitrophenoxy)methyl]oxirane (320 mg, 1.6 mmol) and 3-(4-chlorophenoxy)pyrrolidine (365 mg, 1.6 mmol). The crude product was obtained as a yellow oil (580 mg) and was used without further purification. The reactants are BrB(Br)Br, COc1ccc2c(c1)CCN(c1ccc(NC(C)=O)cc1)C2Cc1ccc(O)cc1, ClCCl. The product is CC(=O)Nc1ccc(N2CCc3cc(O)ccc3C2Cc2ccc(O)cc2)cc1. Reaction SMILES: [B:31]([Br:32])([Br:33])[Br:34].[C:1]([CH3:2])(=[O:3])[NH:4][c:5]1[cH:6][cH:7][c:8]([N:11]2[CH:12]([CH2:23][c:24]3[cH:25][cH:26][c:27]([OH:30])[cH:28][cH:29]3)[c:13]3[cH:14][cH:15][c:16]([O:21][CH3:22])[cH:17][c:18]3[CH2:19][CH2:20]2)[cH:9][cH:10]1.[Cl:35][CH2:36][Cl:37]>>[C:1]([CH3:2])(=[O:3])[NH:4][c:5]1[cH:6][cH:7][c:8]([N:11]2[CH:12]([CH2:23][c:24]3[cH:25][cH:26][c:27]([OH:30])[cH:28][cH:29]3)[c:13]3[cH:14][cH:15][c:16]([OH:21])[cH:17][c:18]3[CH2:19][CH2:20]2)[cH:9][cH:10]1. Reactants: S(=S)(=O)([O-])[O-].[Na+].[Na+] (sodium thiosulfate), C(=O)=O (dry-ice), C(C1=CC=CC=C1)OCCCC=1NC=C(N1)C(C)C (2-(3-benzyloxypropyl)-4-isopropyl-1H-imidazole), solid, II (iodine), [OH-].[Na+].O (sodium hydroxide H2O). Reaction SMILES: [OH-].[Na+].O.[CH2:4]([O:11][CH2:12][CH2:13][CH2:14][C:15]1[NH:16][CH:17]=[C:18]([CH:20]([CH3:22])[CH3:21])[N:19]=1)[C:5]1[CH:10]=[CH:9][CH:8]=[CH:7][CH:6]=1.[I:23]I.S([O-])([O-])(=O)=S.[Na+].[Na+].C(=O)=O>O1CCOCC1.O>[CH2:4]([O:11][CH2:12][CH2:13][CH2:14][C:15]1[NH:16][C:17]([I:23])=[C:18]([CH:20]([CH3:22])[CH3:21])[N:19]=1)[C:5]1[CH:6]=[CH:7][CH:8]=[CH:9][CH:10]=1 |f:0.1.2,5.6.7|. Yield: 82.0%. Reported procedure: A four-necked flask of one-liter capacity was charged with 25 g of 40% sodium hydroxide/H2O and 125 ml of water, followed by addition of a solution of the imidazole (135a) obtained above in dioxane (125 ml). Then, 70.5 g (278 mmol) of solid iodine was added under ice-cooling and the mixture was stirred. After 1 hour, an aqueous solution of sodium thiosulfate and, then, dry-ice were added and the mixture was extracted with ethyl acetate. The extract was washed with water, dried over sodium sulfat... Conditions: time 1 hour. The solvent is O1CCOCC1 (dioxane), O (water). Yields the product C(C1=CC=CC=C1)OCCCC=1NC(=C(N1)C(C)C)I (2-(3-benzyloxypropyl)-5-iodo-4-isopropyl-1H-imidazole). As a reaction SMILES: [CH2:1]([O:8][C:9]1[C:18](=[O:19])[N:17]2[C:12]([C:13]([CH3:21])([CH3:20])[O:14][CH2:15][CH2:16]2)=[N:11][C:10]=1[C:22]([OH:24])=O)[C:2]1[CH:7]=[CH:6][CH:5]=[CH:4][CH:3]=1.[NH2:25][CH2:26][C:27]1[CH:32]=[CH:31][C:30]([F:33])=[CH:29][C:28]=1[NH:34][CH2:35][CH3:36]>>[CH2:35]([NH:34][C:28]1[CH:29]=[C:30]([F:33])[CH:31]=[CH:32][C:27]=1[CH2:26][NH:25][C:22]([C:10]1[N:11]=[C:12]2[N:17]([C:18](=[O:19])[C:9]=1[O:8][CH2:1][C:2]1[CH:7]=[CH:6][CH:5]=[CH:4][CH:3]=1)[CH2:16][CH2:15][O:14][C:13]2([CH3:21])[CH3:20])=[O:24])[CH3:36]. Yields the product C(C)NC1=C(CNC(=O)C=2N=C3C(OCCN3C(C2OCC2=CC=CC=C2)=O)(C)C)C=CC(=C1)F (N-(2-(Ethylamino)-4-fluorobenzyl)-3-(benzyloxy)-9,9-dimethyl-4-oxo-4,6,7,9-tetrahydropyrimido[2,1-c][1,4]oxazine-2-carboxamide). Reactants: intermediate 27, C(C1=CC=CC=C1)OC1=C(N=C2C(OCCN2C1=O)(C)C)C(=O)O (3-(benzyloxy)-9,9-dimethyl-4-oxo-4,6,7,9-tetrahydropyrimido-[2,1-c][1,4]oxazine-2-carboxylic acid), NCC1=C(C=C(C=C1)F)NCC (2-(aminomethyl)-N-ethyl-5-fluorobenzenamine). Procedure details: The title compound can be prepared from intermediate 27, 3-(benzyloxy)-9,9-dimethyl-4-oxo-4,6,7,9-tetrahydropyrimido-[2,1-c][1,4]oxazine-2-carboxylic acid and 2-(aminomethyl)-N-ethyl-5-fluorobenzenamine. 1HNMR 400 MHz (CDCl3) δ (ppm): 1.27 (3H, t, J=7.1 Hz, CH3), 1.63 (6H, s, 2×CH3), 3.10 (2H, q, J=7.1 Hz, CH2), 4.04 (4H, m, 2×CH2), 4.45 (2H, d, J=6.6 Hz, NCH2), 5.27 (2H, s, OCH2), 6.28 (1H, broad s, aromatic), 6.31 (1H, m, aromatic), 6.98 (1H, m, aromatic), 7.3–7.38 (3H, m, aromatics), 7.49 (2H...